From a dataset of the Open Reaction Database (ORD), a public repository of structured organic reaction records. describe an organic reaction: reactants, conditions, products, and yield The reactants are ClC1=NC=NC(=C1)NC1=C(C(=CC=C1)F)F (4-chloro-6-(2,3-difluoroanilino)pyrimidine), [H-].[Na+] (sodium hydride), [Cl-].[NH4+] (ammonium chloride), BrCC#N (bromoacetonitrile). The solvent is O1CCCC1 (tetrahydrofuran), O1CCCC1 (tetrahydrofuran), O1CCCC1 (tetrahydrofuran). Product: ClC1=NC=NC(=C1)N(C1=C(C(=CC=C1)F)F)CC#N (4-chloro-6-(N-cyanomethyl-N-(2,3-difluorophenyl)amino)pyrimidine). Yield: 68.9%. RXN SMILES: [H-].[Na+].[Cl:3][C:4]1[CH:9]=[C:8]([NH:10][C:11]2[CH:16]=[CH:15][CH:14]=[C:13]([F:17])[C:12]=2[F:18])[N:7]=[CH:6][N:5]=1.Br[CH2:20][C:21]#[N:22].[Cl-].[NH4+]>O1CCCC1>[Cl:3][C:4]1[CH:9]=[C:8]([N:10]([CH2:20][C:21]#[N:22])[C:11]2[CH:16]=[CH:15][CH:14]=[C:13]([F:17])[C:12]=2[F:18])[N:7]=[CH:6][N:5]=1 |f:0.1,4.5|. Reported procedure: In 2 ml of tetrahydrofuran was suspended 0.07 g of sodium hydride (60% in oil), to which 0.6 ml of a tetrahydrofuran solution containing 0.3 g of 4-chloro-6-(2,3-difluoroanilino)pyrimidine was slowly added dropwise with stirring at room temperature. The mixture was stirred at room temperature for 20 minutes, to which 0.6 ml of a tetrahydrofuran solution containing 0.18 g of bromoacetonitrile was slowly added dropwise, followed by further stirring for 8 hours. The reaction mixture was then poured... Reactants: N1(CCCCCC1)CCOC1=CC=C(C=C1)C(C)(O)C1=C(COC2=CC(=CC=C12)O[Si](C)(C)C(C)(C)C)C1=C(C=C(C=C1)O[Si](C)(C)C(C)(C)C)O (2-[4-{1-[4-(2-azepan-1-yl-ethoxy)-phenyl]-1-hydroxy-ethyl}-7-(tert-butyl-dimehyl-silyloxy)-2H-chromen-3-yl]-5-(tert-butyl-dimethyl-silyloxy)-phenol), Cl (HCl). Solvent: C1(=CC=CC=C1)C (toluene), O (water), C(C)(=O)OCC (ethyl acetate). Reaction conditions: time 1.5 hour. Product: C(C)(C)(C)[Si](OC=1C=CC=2C3=C(COC2C1)C=1C=CC(=CC1OC3(C)C3=CC=C(OCCN1CCCCCC1)C=C3)O[Si](C)(C)C(C)(C)C)(C)C (1-(2-{4-[2,8-bis-(tert-butyl-dimethyl-silyloxy)-5-methyl-5,11-dihydro-chromeno[4,3-c]chromen-5-yl]-phenoxy}-ethyl)-azepane). RXN SMILES: [N:1]1([CH2:8][CH2:9][O:10][C:11]2[CH:16]=[CH:15][C:14]([C:17]([C:20]3[C:29]4[C:24](=[CH:25][C:26]([O:30][Si:31]([C:34]([CH3:37])([CH3:36])[CH3:35])([CH3:33])[CH3:32])=[CH:27][CH:28]=4)[O:23][CH2:22][C:21]=3[C:38]3[CH:43]=[CH:42][C:41]([O:44][Si:45]([C:48]([CH3:51])([CH3:50])[CH3:49])([CH3:47])[CH3:46])=[CH:40][C:39]=3O)([OH:19])[CH3:18])=[CH:13][CH:12]=2)[CH2:7][CH2:6][CH2:5][CH2:4][CH2:3][CH2:2]1.Cl>C1(C)C=CC=CC=1.O.C(OCC)(=O)C>[C:34]([Si:31]([CH3:32])([CH3:33])[O:30][C:26]1[CH:27]=[CH:28][C:29]2[C:20]3[C:17]([C:14]4[CH:15]=[CH:16][C:11]([O:10][CH2:9][CH2:8][N:1]5[CH2:2][CH2:3][CH2:4][CH2:5][CH2:6][CH2:7]5)=[CH:12][CH:13]=4)([CH3:18])[O:19][C:39]4[CH:40]=[C:41]([O:44][Si:45]([C:48]([CH3:50])([CH3:51])[CH3:49])([CH3:47])[CH3:46])[CH:42]=[CH:43][C:38]=4[C:21]=3[CH2:22][O:23][C:24]=2[CH:25]=1)([CH3:35])([CH3:36])[CH3:37]. Reported procedure: 2-[4-{1-[4-(2-azepan-1-yl-ethoxy)-phenyl]-1-hydroxy-ethyl}-7-(tert-butyl-dimehyl-silyloxy)-2H-chromen-3-yl]-5-(tert-butyl-dimethyl-silyloxy)-phenol, prepared as in STEP A above, was dissolved in toluene (8 mL) and treated with diluted HCl (0.4 mL of concentrated HCl:H2O=1:2 v/v). The reaction mixture was vigorously stirred at room temperature for 1.5 h, then diluted with water and ethyl acetate. The resulting layers were separated and organic layer washed successively with saturated NaHCO3, brin...